Dataset: the Open Reaction Database (ORD), a public repository of structured organic reaction records. Task: describe an organic reaction: reactants, conditions, products, and yield Reactants: OC12CC3CC(CC(C3)C1)C2, C=C(C)C(=O)OC1(C)C2CC3CC(C2)CC1C3. The product is C=C1C2CC3CC(C2)CC1C3. As a reaction SMILES: [C:18]12([OH:19])[CH2:20][CH:21]3[CH2:22][CH:23]([CH2:24][CH:25]([CH2:26]3)[CH2:27]1)[CH2:28]2.[C:1]([O:2][C:7]1([CH3:17])[CH:8]2[CH2:9][CH:10]3[CH2:11][CH:12]([CH2:13][CH:14]1[CH2:15]3)[CH2:16]2)(=[O:3])[C:4]([CH3:5])=[CH2:6]>>[C:7]1(=[CH2:17])[CH:8]2[CH2:9][CH:10]3[CH2:11][CH:12]([CH2:13][CH:14]1[CH2:15]3)[CH2:16]2. The reactants are COc1cc(N2CCN(S(C)(=O)=O)CC2)c(C)cc1[N+](=O)[O-], CCOC(C)=O, CO, ClCCl. The product is COc1cc(N2CCN(S(C)(=O)=O)CC2)c(C)cc1N. As a reaction SMILES: [CH3:1][c:2]1[c:3]([N:13]2[CH2:14][CH2:15][N:16]([S:19](=[O:20])(=[O:21])[CH3:22])[CH2:17][CH2:18]2)[cH:4][c:5]([O:11][CH3:12])[c:6]([N+:8]([O-:9])=[O:10])[cH:7]1.[CH3:23][CH2:24][O:25][C:26]([CH3:27])=[O:28].[CH3:29][OH:30].[Cl:31][CH2:32][Cl:33]>>[CH3:1][c:2]1[c:3]([N:13]2[CH2:14][CH2:15][N:16]([S:19](=[O:20])(=[O:21])[CH3:22])[CH2:17][CH2:18]2)[cH:4][c:5]([O:11][CH3:12])[c:6]([NH2:8])[cH:7]1. Reactants: C(C1=CC=CC=C1)[NH-] (benzylamide), anhydride, C([O-])(O)=O.[Na+] (sodium bicarbonate). Run in O1CCOCC1 (1,4-dioxane). Yields the product [Na+].[Na+].[Na+].[Na+].C(C1=CC=CC=C1)[NH-].C(C1=CC=CC=C1)[NH-].C(C1=CC=CC=C1)[NH-].C(C1=CC=CC=C1)[NH-] (benzylamide tetrasodium salt), compound. As a reaction SMILES: [CH2:1]([NH-:8])[C:2]1[CH:7]=[CH:6][CH:5]=[CH:4][CH:3]=1.C(=O)(O)[O-].[Na+:13]>O1CCOCC1>[Na+:13].[Na+:13].[Na+:13].[Na+:13].[CH2:1]([NH-:8])[C:2]1[CH:7]=[CH:6][CH:5]=[CH:4][CH:3]=1.[CH2:1]([NH-:8])[C:2]1[CH:7]=[CH:6][CH:5]=[CH:4][CH:3]=1.[CH2:1]([NH-:8])[C:2]1[CH:7]=[CH:6][CH:5]=[CH:4][CH:3]=1.[CH2:1]([NH-:8])[C:2]1[CH:7]=[CH:6][CH:5]=[CH:4][CH:3]=1 |f:1.2,4.5.6.7.8.9.10.11|. Reported procedure: Subsequently, to the above benzylamide of S1 anhydride (157 mg) were added a sodium bicarbonate aqueous solution (NaHCO3 110 mg, water 20 mL) and 1,4-dioxane (20 mL), and the resultant was allowed to undergo a reaction at room temperature for 16 hours. After the reaction was completed, the solvent was removed under reduced pressure to afford benzylamide tetrasodium salt of S1 compound (196 mg). The 1H-NMR and IR data of this compound were as shown below. From these data, the compound thus obtain... Starting materials: Cl.COC1=CC(=NC(=C1C(=O)Cl)C)OC (4,6-dimethoxy-2-methyl nicotinic acid chloride HCl salt), CN (methylamine). Run in ClCCl (dichloromethane), C1CCOC1 (THF), C1CCOC1 (THF), O (water). Reaction conditions: temperature 20 celsius, time 1 hour. Product: COC1=CC(=NC(=C1C(=O)NC)C)OC (4,6-dimethoxy-2,N-dimethyl-nicotinamide). Yield: 66.0%. RXN SMILES: Cl.[CH3:2][O:3][C:4]1[C:9]([C:10](Cl)=[O:11])=[C:8]([CH3:13])[N:7]=[C:6]([O:14][CH3:15])[CH:5]=1.[CH3:16][NH2:17]>ClCCl.C1COCC1.O>[CH3:2][O:3][C:4]1[C:9]([C:10]([NH:17][CH3:16])=[O:11])=[C:8]([CH3:13])[N:7]=[C:6]([O:14][CH3:15])[CH:5]=1 |f:0.1|. Procedure details: A solution of 4,6-dihydroxy-2-methyl nicotinic acid ethyl ester (31 g, 157 mmol) in phosphorus oxychloride (60 mL, 629 mmol) was stirred at reflux for 1.5 h. The extra phosphorus oxychloride was removed and the reaction mixture was poured into ice water. The solid was removed by filtration. The filtrate was extracted with dichloromethane (3×100 mL) and concentrated. The residue was further purified by column chromatography to yield 4,6-dichloro-2-methyl nicotinic acid ethyl ester (16.9 g, 46%). ...